This data is from the Open Reaction Database (ORD), a public repository of structured organic reaction records. The task is: describe an organic reaction: reactants, conditions, products, and yield Reactants: CC=1C=C(C=CC1)N=C=O (3-methylphenyl isocyanate), I.N=C1NCCN1 (2-iminoimidazolidine monohydroiodide), [OH-].[Na+] (NaOH), [O-]S(=O)(=O)[O-].[Na+].[Na+] (Na2SO4), [Cl-].[Na+].O (brine). Run in C1CCOC1 (THF), C1CCOC1 (THF). Conditions: temperature -20 celsius, time 0.5 hour. The product is Cl.NC=1N(CCN1)C(=O)NC1=CC(=CC=C1)C (2-Amino-4,5-dihydro-N-(3-methylphenyl)-1H-imidazole-1-carboxamide Monohydrochloride). As a reaction SMILES: I.[NH:2]=[C:3]1[NH:7][CH2:6][CH2:5][NH:4]1.[OH-].[Na+].[O-]S([O-])(=O)=O.[Na+].[Na+].[CH3:17][C:18]1[CH:19]=[C:20]([N:24]=[C:25]=[O:26])[CH:21]=[CH:22][CH:23]=1.[Cl-:27].[Na+].O>C1COCC1>[ClH:27].[NH2:2][C:3]1[N:4]([C:25]([NH:24][C:20]2[CH:21]=[CH:22][CH:23]=[C:18]([CH3:17])[CH:19]=2)=[O:26])[CH2:5][CH2:6][N:7]=1 |f:0.1,2.3,4.5.6,8.9.10,12.13|. Procedure: A suspension of 31.95 g (0.15 mole) of 2-iminoimidazolidine monohydroiodide in 400 ml THF was treated with 11.99 g (0.15 mole) 50% NaOH solution and stirred for 0.5 hour. Twenty grams of anhydrous Na2SO4 were added and the mixture stirred an additional 0.5 hour. After cooling to -20° C. (it was necessary to maintain a temperature of -20° C. at all times when in the free base form) under N2, a solution of 9.99 g (0.075 mole) of 3-methylphenyl isocyanate in 125 ml THF was added dropwise over a 3-h... Reactants: carbonylchlorohydridebis(tricyclohexylphosphine)ruthenium(II), C[Si](C=C)(C=C)C1=CC=CC=C1 (methylphenyldivinylsilane), C(#C)[Si](C(C)C)(C(C)C)C(C)C (ethynyltri(isopropyl)silane). Run in C1(=CC=CC=C1)C (toluene). Product: C(C)(C)[Si](C(C)C)(C(C)C)C#C[SiH](C=CC1=CC=CC=C1)C ([(tri(isopropyl)silyl)ethynyl]methylphenylvinylsilane). As a reaction SMILES: C[Si]([C:7]1[CH:12]=[CH:11][CH:10]=[CH:9][CH:8]=1)(C=C)C=C.[C:13]([Si:15]([CH:22]([CH3:24])[CH3:23])([CH:19]([CH3:21])[CH3:20])[CH:16]([CH3:18])[CH3:17])#[CH:14]>C1(C)C=CC=CC=1>[CH:22]([Si:15]([C:13]#[C:14][SiH:15]([CH3:16])[CH:13]=[CH:14][C:7]1[CH:8]=[CH:9][CH:10]=[CH:11][CH:12]=1)([CH:19]([CH3:21])[CH3:20])[CH:16]([CH3:18])[CH3:17])([CH3:24])[CH3:23]. Procedure: As in reaction conditions of Example XIX Step 1, to 2.12 mL of toluene, the 0.02 g carbonylchlorohydridebis(tricyclohexylphosphine)ruthenium(II) was added, and the reaction was carried out between 2.88 g methylphenyldivinylsilane and 0.50 g ethynyltri(isopropyl)silane. Raw [(tri(isopropyl)silyl)ethynyl]methylphenylvinylsilane was obtained.